This data is from the Open Reaction Database (ORD), a public repository of structured organic reaction records. The task is: describe an organic reaction: reactants, conditions, products, and yield As a reaction SMILES: [Br:39][CH2:40][C:41](=[O:42])[O:43][C:44]([CH3:45])([CH3:46])[CH3:47].[CH3:3][N:4]([CH3:5])[P:6](=[O:7])([N:8]([CH3:9])[CH3:10])[N:11]([CH3:12])[CH3:13].[CH3:48][N:49]([CH3:50])[CH:51]=[O:52].[CH3:53][CH2:54][O:55][C:56](=[O:57])[CH3:58].[H-:1].[Na+:2].[O:14]=[C:15]1[NH:16][CH:17]([c:33]2[cH:34][cH:35][cH:36][cH:37][cH:38]2)[CH2:18][S:19][CH2:20][CH:21]1[N:22]1[C:23](=[O:32])[c:24]2[c:25]([cH:28][cH:29][cH:30][cH:31]2)[C:26]1=[O:27]>>[O:14]=[C:15]1[N:16]([CH2:40][C:41](=[O:42])[O:43][C:44]([CH3:45])([CH3:46])[CH3:47])[CH:17]([c:33]2[cH:34][cH:35][cH:36][cH:37][cH:38]2)[CH2:18][S:19][CH2:20][CH:21]1[N:22]1[C:23](=[O:32])[c:24]2[c:25]([cH:28][cH:29][cH:30][cH:31]2)[C:26]1=[O:27]. Product: CC(C)(C)OC(=O)CN1C(=O)C(N2C(=O)c3ccccc3C2=O)CSCC1c1ccccc1. The reactants are CC(C)(C)OC(=O)CBr, CN(C)P(=O)(N(C)C)N(C)C, CN(C)C=O, CCOC(C)=O, [H-], [Na+], O=C1NC(c2ccccc2)CSCC1N1C(=O)c2ccccc2C1=O. The reactants are C12(CC3CC(CC(C1)C3)C2)C2=C(C=C3C=CC(=CC3=C2)B(O)O)OCC2=CC=CC=C2 (7-(1-adamantyl)-6-benzyloxy-2-naphthylboronic acid), BrC1=CC=C(S1)C(=O)OC (methyl 5-bromo-2-thiophenecarboxylate). The product is C12(CC3CC(CC(C1)C3)C2)C2=C(C=C3C=CC(=CC3=C2)C2=CC=C(S2)C(=O)O)OCC2=CC=CC=C2 (5-[7-(1-adamantyl)-6-benzyloxy-2-naphthyl]-2-thiophenecarboxylic acid). The yield is 67.4%. As a reaction SMILES: [C:1]12([C:11]3[CH:20]=[C:19]4[C:14]([CH:15]=[CH:16][C:17](B(O)O)=[CH:18]4)=[CH:13][C:12]=3[O:24][CH2:25][C:26]3[CH:31]=[CH:30][CH:29]=[CH:28][CH:27]=3)[CH2:10][CH:5]3[CH2:6][CH:7]([CH2:9][CH:3]([CH2:4]3)[CH2:2]1)[CH2:8]2.Br[C:33]1[S:37][C:36]([C:38]([O:40]C)=[O:39])=[CH:35][CH:34]=1>>[C:1]12([C:11]3[CH:20]=[C:19]4[C:14]([CH:15]=[CH:16][C:17]([C:33]5[S:37][C:36]([C:38]([OH:40])=[O:39])=[CH:35][CH:34]=5)=[CH:18]4)=[CH:13][C:12]=3[O:24][CH2:25][C:26]3[CH:31]=[CH:30][CH:29]=[CH:28][CH:27]=3)[CH2:10][CH:5]3[CH2:6][CH:7]([CH2:9][CH:3]([CH2:4]3)[CH2:2]1)[CH2:8]2. Procedure details: Following the procedure of Example 1(c), but reacting 1.5 g (3.6 mmol) of 7-(1-adamantyl)-6-benzyloxy-2-naphthylboronic acid with 400 mg (1.8 mmol) of methyl 5-bromo-2-thiophenecarboxylate, 600 mg (65%) of the expected compound were obtained, which compound had a melting point of 170°-1° C. Reactants: CCOCC (ether), FC1=C(OCC[C@H]2[C@H](C2)C2CCN(CC2)CC(=O)C2=CC=CC=C2)C=CC(=C1)S(=O)(=O)C (2-[4-((1R,2S)-2-{2-{2-fluoro-4-(methylsulfonyl)phenoxy]ethyl}cyclopropyl)piperidine-1-yl]-1-phenylethanone). Reagents/catalysts: [Pd] (Palladium on carbon). The solvent is C(C)O (ethanol). Run at time 64 hour. Product: FC1=C(OCC[C@H]2[C@H](C2)C2CCNCC2)C=CC(=C1)S(=O)(=O)C (4-((1R,2S)-2-{2-{2-fluoro-4-(methylsulfonyl)phenoxy]ethyl}cyclopropyl)piperidine). Reaction SMILES: CCOCC.[F:6][C:7]1[CH:33]=[C:32]([S:34]([CH3:37])(=[O:36])=[O:35])[CH:31]=[CH:30][C:8]=1[O:9][CH2:10][CH2:11][C@@H:12]1[CH2:14][C@@H:13]1[CH:15]1[CH2:20][CH2:19][N:18](CC(C2C=CC=CC=2)=O)[CH2:17][CH2:16]1>C(O)C.[Pd]>[F:6][C:7]1[CH:33]=[C:32]([S:34]([CH3:37])(=[O:35])=[O:36])[CH:31]=[CH:30][C:8]=1[O:9][CH2:10][CH2:11][C@@H:12]1[CH2:14][C@@H:13]1[CH:15]1[CH2:16][CH2:17][NH:18][CH2:19][CH2:20]1. Procedure: The ether, 2-[4-((1R,2S)-2-{2-{2-fluoro-4-(methylsulfonyl)phenoxy]ethyl}cyclopropyl)piperidine-1-yl]-1-phenylethanone (740 mg, 1.62 mmol) in ethanol (25 mL) was added Palladium on carbon (10 wt. %, wet, 0.200 g), degassed (3× vacuum/H2) again and stirred under H2 at 1 atm for 64 h. The reaction mixture was filtered through a plug of celite, and the filter cake rinsed with ethanol (150 mL), ethyl acetate (150 mL), and the filtrate was concentrated under reduced pressure to provide the piperidine ... Starting materials: Cc1n[nH]c(C)c1Cc1cn(C(=O)OC(C)(C)C)c2ncccc12, O=C=NCc1ccccc1, ClCCl, C1CCC2=NCCCN2CC1. The product is Cc1nn(C(=O)NCc2ccccc2)c(C)c1Cc1cn(C(=O)OC(C)(C)C)c2ncccc12. Reaction SMILES: [C:1]([CH3:2])([CH3:3])([CH3:4])[O:5][C:6](=[O:7])[n:8]1[cH:9][c:10]([CH2:17][c:18]2[c:19]([CH3:24])[n:20][nH:21][c:22]2[CH3:23])[c:11]2[c:12]1[n:13][cH:14][cH:15][cH:16]2.[CH2:36]([c:37]1[cH:38][cH:39][cH:40][cH:41][cH:42]1)[N:43]=[C:44]=[O:45].[Cl:46][CH2:47][Cl:48].[N:25]12[CH2:26][CH2:27][CH2:28][N:29]=[C:30]1[CH2:31][CH2:32][CH2:33][CH2:34][CH2:35]2>>[C:1]([CH3:2])([CH3:3])([CH3:4])[O:5][C:6](=[O:7])[n:8]1[cH:9][c:10]([CH2:17][c:18]2[c:19]([CH3:24])[n:20][n:21]([C:44]([NH:43][CH2:36][c:37]3[cH:38][cH:39][cH:40][cH:41][cH:42]3)=[O:45])[c:22]2[CH3:23])[c:11]2[c:12]1[n:13][cH:14][cH:15][cH:16]2. The reactants are CC(C)Cn1cnc2c(N)nc3ccc(C=Cc4ccncc4)cc3c21, CO. Product: CC(C)Cn1cnc2c(N)nc3ccc(CCc4ccncc4)cc3c21. Reaction SMILES: [CH3:1][CH:2]([CH2:3][n:4]1[cH:5][n:6][c:7]2[c:8]([NH2:25])[n:9][c:10]3[cH:11][cH:12][c:13]([CH:17]=[CH:18][c:19]4[cH:20][cH:21][n:22][cH:23][cH:24]4)[cH:14][c:15]3[c:16]12)[CH3:26].[CH3:27][OH:28]>>[CH3:1][CH:2]([CH2:3][n:4]1[cH:5][n:6][c:7]2[c:8]([NH2:25])[n:9][c:10]3[cH:11][cH:12][c:13]([CH2:17][CH2:18][c:19]4[cH:20][cH:21][n:22][cH:23][cH:24]4)[cH:14][c:15]3[c:16]12)[CH3:26]. The reactants are Cl.N[C@@H](CSC=1NC2=C(N1)C=CC=C2)C (2-[(R)-2-amino-1-propylthio]benzimidazole hydrochloride), C(C)(=O)O[C@H]1[C@@H](O[C@@H]([C@H]1OC(C)=O)COC(C)=O)N1C2=NC(=NC(=C2N=C1)Cl)Cl (9-(2,3,5-tri-O-acetyl-β-D-ribofuranosyl)-2,6-dichloro-9H-purine), C(C)(=O)O[C@H]1[C@@H](O[C@@H]([C@H]1OC(C)=O)COC(C)=O)N1C=NC=2C(N[C@@H](CSC=3NC4=C(N3)C=CC=C4)C)=NC(=NC12)Cl (2',3',5'-tri-O-acetyl-N-[(R)-1-(2-benzimidazolyl)thio-2-propyl]-2-chloroadenosine), 2-[(R)-N-tert-butyloxycarbonyl]amino-1-propanol, SC=1NC2=C(N1)C=CC=C2 (2-mercaptobenzimidazole). Solvent: ClCCl (dichloromethane), N (ammonia). Product: N1=C(NC2=C1C=CC=C2)SC[C@@H](C)NC=2C=1N=CN([C@H]3[C@H](O)[C@H](O)[C@@H](CO)O3)C1N=C(N2)Cl (N-[(R)-1-(2-benzimidazolyl)thio-2-propyl]-2-chloroadenosine). Yield: 51.0%. As a reaction SMILES: Cl.N[C@H](C)CSC1NC2C=CC=CC=2N=1.SC1NC2C=CC=CC=2N=1.C(O[C@@H]1[C@H](OC(=O)C)[C@@H](COC(=O)C)O[C@H]1N1C=NC2C1=NC(Cl)=NC=2Cl)(=O)C.C([O:58][C@@H:59]1[C@H:63]([O:64]C(=O)C)[C@@H:62]([CH2:68][O:69]C(=O)C)[O:61][C@H:60]1[N:73]1[C:95]2[N:94]=[C:93]([Cl:96])[N:92]=[C:77]([NH:78][C@H:79]([CH3:91])[CH2:80][S:81][C:82]3[NH:83][C:84]4[CH:90]=[CH:89][CH:88]=[CH:87][C:85]=4[N:86]=3)[C:76]=2[N:75]=[CH:74]1)(=O)C>N.ClCCl>[N:83]1[C:84]2[CH:90]=[CH:89][CH:88]=[CH:87][C:85]=2[NH:86][C:82]=1[S:81][CH2:80][C@H:79]([NH:78][C:77]1[C:76]2[N:75]=[CH:74][N:73]([C:95]=2[N:94]=[C:93]([Cl:96])[N:92]=1)[C@@H:60]1[O:61][C@H:62]([CH2:68][OH:69])[C@@H:63]([OH:64])[C@H:59]1[OH:58])[CH3:91] |f:0.1|. Procedure details: The title compound was prepared according to method A as described in Example 1 by reacting 2-[(R)-2-amino-1-propylthio]benzimidazole hydrochloride [prepared by a Mitsunobu reaction as described in Example 1 using 2-[(R)-N-tert-butyloxycarbonyl]amino-1-propanol (1.75 g, 10 mmol) and 2-mercaptobenzimidazole (1.5 g, 10 mmol) followed by acidic hydrolysis] (0.63 g, 2.20 mmol) with 9-(2,3,5-tri-O-acetyl-β-D-ribofuranosyl)-2,6-dichloro-9H-purine (1.0 g, 2.2 mmol), followed by deacylation of the purif... Reactants: C(O)([O-])=O.[Na+] (sodium hydrogen carbonate), ClC=1C2=C(N=CN1)C=CN2 (4-chloro-5H-pyrrolo[3,2-d]pyrimidine), NC=1C=C(C(=O)OCC)C=CC1 (ethyl 3-aminobenzoate), CN1C(CCC1)=O (1-methyl-2-pyrrolidone). Solvent: O (water), C(C)(=O)OCC (ethyl acetate). Run at temperature 120 celsius, time 1.5 hour. The product is N1=CN=C(C2=C1C=CN2)NC=2C=C(C(=O)OCC)C=CC2 (ethyl 3-(5H-pyrrolo[3,2-d]pyrimidin-4-ylamino)benzoate). Isolated yield 55.8%. RXN SMILES: Cl[C:2]1[C:3]2[NH:10][CH:9]=[CH:8][C:4]=2[N:5]=[CH:6][N:7]=1.[NH2:11][C:12]1[CH:13]=[C:14]([CH:20]=[CH:21][CH:22]=1)[C:15]([O:17][CH2:18][CH3:19])=[O:16].CN1CCCC1=O.C(=O)([O-])O.[Na+]>O.C(OCC)(=O)C>[N:5]1[C:4]2[CH:8]=[CH:9][NH:10][C:3]=2[C:2]([NH:11][C:12]2[CH:13]=[C:14]([CH:20]=[CH:21][CH:22]=2)[C:15]([O:17][CH2:18][CH3:19])=[O:16])=[N:7][CH:6]=1 |f:3.4|. Reported procedure: A mixture of 4-chloro-5H-pyrrolo[3,2-d]pyrimidine (2.78 g), ethyl 3-aminobenzoate (4.49 g) and 1-methyl-2-pyrrolidone (20 mL) was stirred at 120° C. for 1.5 hrs. To the reaction mixture were added ethyl acetate, water and saturated aqueous sodium hydrogen carbonate solution. The insoluble material was filtered off, and the ethyl acetate layer was separated. The aqueous layer was extracted with ethyl acetate, and the mixed ethyl acetate layer washed with saturated brine and dried over anhydrous m... The reactants are [OH-].[Na+] (NaOH), C(C1=CC=CC=C1)C1C(CCC(C1)(C1=CC=CC=C1)N(C)C)=O ((±)-2-benzyl-4-dimethylamino-4-phenylcyclohexanone), NCCC1=CNC2=CC=CC=C12 (tryptamine), FC(C(=O)O)(F)F (trifluoroacetic acid). Solvent: CO (methanol). Conditions: time 24 hour. Product: C(C1=CC=CC=C1)C1CC(CCC12NCCC1=C2NC2=CC=CC=C12)(N(C)C)C1=CC=CC=C1 (2-Benzyl-N,N-dimethyl-4-phenyl-2′,3′,4′,9′-tetrahydrospiro[cyclohexane-1,1′-pyrido[3,4-b]indole]-4-amine). Reaction SMILES: [CH2:1]([CH:8]1[CH2:13][C:12]([N:20]([CH3:22])[CH3:21])([C:14]2[CH:19]=[CH:18][CH:17]=[CH:16][CH:15]=2)[CH2:11][CH2:10][C:9]1=O)[C:2]1[CH:7]=[CH:6][CH:5]=[CH:4][CH:3]=1.[NH2:24][CH2:25][CH2:26][C:27]1[C:35]2[C:30](=[CH:31][CH:32]=[CH:33][CH:34]=2)[NH:29][CH:28]=1.FC(F)(F)C(O)=O.[OH-].[Na+]>CO>[CH2:1]([CH:8]1[C:9]2([C:28]3[NH:29][C:30]4[C:35]([C:27]=3[CH2:26][CH2:25][NH:24]2)=[CH:34][CH:33]=[CH:32][CH:31]=4)[CH2:10][CH2:11][C:12]([C:14]2[CH:19]=[CH:18][CH:17]=[CH:16][CH:15]=2)([N:20]([CH3:22])[CH3:21])[CH2:13]1)[C:2]1[CH:7]=[CH:6][CH:5]=[CH:4][CH:3]=1 |f:3.4|. Procedure details: (±)-2-benzyl-4-dimethylamino-4-phenylcyclohexanone (307 mg, 1 mmol) together with tryptamine (160 mg, 1 mmol) was dissolved in methanol and stirred at RT for 24 h. The solvent was then removed in a vacuum and the residue dissolved in 1,2-dichloroethane (20 ml). The mixture was mixed with trifluoroacetic acid (1.7 ml, 22.8 mmol) and stirred for 24 h at RT. For work up the reaction mixture was mixed with 2N NaOH (20 ml) and stirred for 20 min. The organic phase was separated and the aqueous phase ...